From a dataset of the Open Reaction Database (ORD), a public repository of structured organic reaction records. describe an organic reaction: reactants, conditions, products, and yield Starting materials: FC(C(=O)N(C)OC)(OC1=CC=C(C=C1)F)F (2,2-difluoro-2-(4-fluorophenoxy)-N-methoxy-N-methylacetamide), [H-].[Al+3].[Li+].[H-].[H-].[H-] (lithium aluminum hydride), [OH-].[Na+] (NaOH), C(C)OCC (ethyl ether). Run in C1CCOC1 (THF), C1CCOC1 (THF). Reaction conditions: time 3 hour. The product is FC(C(O)N(C)OC)(OC1=CC=C(C=C1)F)F (2,2-difluoro-2-(4-fluorophenoxy)-1-(N-methoxy-N-methylamino)ethanol). Yield: 56.5%. As a reaction SMILES: [F:1][C:2]([F:17])([O:9][C:10]1[CH:15]=[CH:14][C:13]([F:16])=[CH:12][CH:11]=1)[C:3]([N:5]([O:7][CH3:8])[CH3:6])=[O:4].[H-].[Al+3].[Li+].[H-].[H-].[H-].[OH-].[Na+].C(OCC)C>C1COCC1>[F:17][C:2]([F:1])([O:9][C:10]1[CH:11]=[CH:12][C:13]([F:16])=[CH:14][CH:15]=1)[CH:3]([N:5]([O:7][CH3:8])[CH3:6])[OH:4] |f:1.2.3.4.5.6,7.8|. Procedure: To a solution of 2,2-difluoro-2-(4-fluorophenoxy)-N-methoxy-N-methylacetamide (2.03 g, 8.1 mmol) in anhydrous THF (15 ml) at 0° C., a solution of 1 M of lithium aluminum hydride in THF (4.05 ml, 4.05 mmol) was added. After stirring the solution for 3 h, 1N NaOH (2 ml) and ethyl ether (15 ml) were added. After 30 min, the reaction mixture was filtered through Celite and the cake was washed several times with ethyl ether. The organic phase was washed with brine and dried over sodium sulfate. The s... The reactants are O (Water), C(#N)C1=CC(=C(C(=O)Cl)C=C1)F (4-cyano-2-fluorobenzoyl chloride), C(C)OC(C(=NO)N)=O (amino-hydroxyimino-acetic acid ethyl ester). Run in ClCCl (dichloromethane), CC1=NC(=CC=C1)C (2,6-dimethyl-pyridine). The product is C(C)OC(=O)C1=NOC(=N1)C1=C(C=C(C=C1)C#N)F (5-(4-Cyano-2-fluoro-phenyl)-[1,2,4]oxadiazole-3-carboxylic acid ethyl ester). As a reaction SMILES: [C:1]([C:3]1[CH:11]=[CH:10][C:6]([C:7](Cl)=[O:8])=[C:5]([F:12])[CH:4]=1)#[N:2].[CH2:13]([O:15][C:16](=[O:21])[C:17]([NH2:20])=[N:18]O)[CH3:14].O>ClCCl.CC1C=CC=C(C)N=1>[CH2:13]([O:15][C:16]([C:17]1[N:20]=[C:7]([C:6]2[CH:10]=[CH:11][C:3]([C:1]#[N:2])=[CH:4][C:5]=2[F:12])[O:8][N:18]=1)=[O:21])[CH3:14]. Procedure: A solution of 4-cyano-2-fluorobenzoyl chloride (450 mg) in dichloromethane (5 mL) is added to a solution of amino-hydroxyimino-acetic acid ethyl ester (350 mg) in 2,6-dimethyl-pyridine (1 mL) and the reaction mixture is stirred at room temperature over night. Water is added and the organic phase is separated, washed with 1 N hydrochloric acid, water, and brine, dried over MgSO4, and concentrated in vacuo. The dark residue is heated to 170° C. for 2 h. The crude product is purified by silica gel ... The reactants are CC(=O)C1CCOC1=O, Cc1ccccc1, O, Cc1cc(C)c(-c2ncccc2N)c(C)c1, Cc1ccc(S(=O)(=O)O)cc1. Yields the product CC(Nc1cccnc1-c1c(C)cc(C)cc1C)=C1CCOC1=O. RXN SMILES: [C:29]([CH3:30])(=[O:31])[CH:32]1[C:33](=[O:34])[O:35][CH2:36][CH2:37]1.[CH3:38][c:39]1[cH:40][cH:41][cH:42][cH:43][cH:44]1.[OH2:1].[c:13]1([CH3:28])[c:14](-[c:21]2[n:22][cH:23][cH:24][cH:25][c:26]2[NH2:27])[c:15]([CH3:20])[cH:16][c:17]([CH3:19])[cH:18]1.[c:2]1([CH3:3])[cH:4][cH:5][c:6]([S:7]([OH:8])(=[O:9])=[O:10])[cH:11][cH:12]1>>[c:13]1([CH3:28])[c:14](-[c:21]2[n:22][cH:23][cH:24][cH:25][c:26]2[NH:27][C:29]([CH3:30])=[C:32]2[C:33](=[O:34])[O:35][CH2:36][CH2:37]2)[c:15]([CH3:20])[cH:16][c:17]([CH3:19])[cH:18]1. Starting materials: CN1Cc2c(Br)ncn2-c2ccccc2C1=O, CCNCC, ClCCCl, C#CC(C)(C)C, [Cu]I, Cl[Pd]Cl, c1ccc(P(c2ccccc2)c2ccccc2)cc1, c1ccc(P(c2ccccc2)c2ccccc2)cc1. Product: CN1Cc2c(C#CC(C)(C)C)ncn2-c2ccccc2C1=O. As a reaction SMILES: [Br:1][c:2]1[n:3][cH:4][n:5]2[c:6]1[CH2:7][N:8]([CH3:17])[C:9](=[O:16])[c:10]1[c:11]-2[cH:12][cH:13][cH:14][cH:15]1.[CH2:24]([NH:25][CH2:26][CH3:27])[CH3:28].[CH2:29]([Cl:30])[CH2:31][Cl:32].[CH3:18][C:19]([C:20]#[CH:21])([CH3:22])[CH3:23].[Cu:74][I:75].[Pd:33]([Cl:34])[Cl:35].[c:36]1([P:37]([c:38]2[cH:39][cH:40][cH:41][cH:42][cH:43]2)[c:44]2[cH:45][cH:46][cH:47][cH:48][cH:49]2)[cH:50][cH:51][cH:52][cH:53][cH:54]1.[c:55]1([P:56]([c:57]2[cH:58][cH:59][cH:60][cH:61][cH:62]2)[c:63]2[cH:64][cH:65][cH:66][cH:67][cH:68]2)[cH:69][cH:70][cH:71][cH:72][cH:73]1>>[c:2]1([C:21]#[C:20][C:19]([CH3:18])([CH3:22])[CH3:23])[n:3][cH:4][n:5]2[c:6]1[CH2:7][N:8]([CH3:17])[C:9](=[O:16])[c:10]1[c:11]-2[cH:12][cH:13][cH:14][cH:15]1.